This data is from the Open Reaction Database (ORD), a public repository of structured organic reaction records. The task is: describe an organic reaction: reactants, conditions, products, and yield Starting materials: ClC1=NC(=CN=C1)Cl (2,6-dichloropyrazine), NC1=CC=CC=C1 (aniline), CCN(C(C)C)C(C)C (DIPEA). Run in C(C)OC(C)O (ethoxyethanol). The product is ClC1=CN=CC(=N1)NC1=CC=CC=C1 (6-Chloro-N-phenylpyrazin-2-amine). RXN SMILES: Cl[C:2]1[CH:7]=[N:6][CH:5]=[C:4]([Cl:8])[N:3]=1.[NH2:9][C:10]1[CH:15]=[CH:14][CH:13]=[CH:12][CH:11]=1.CCN(C(C)C)C(C)C>C(OC(O)C)C>[Cl:8][C:4]1[N:3]=[C:2]([NH:9][C:10]2[CH:15]=[CH:14][CH:13]=[CH:12][CH:11]=2)[CH:7]=[N:6][CH:5]=1. Procedure: A solution of 2,6-dichloropyrazine (1 g, 62 mmol) and aniline (1.25 g, 13.4 mmol) in ethoxyethanol (20 mL) containing DIPEA (2.5 mL, 13.4 mmol) was heated at reflux for 3 days under N2. The solution was concentrated under reduced pressure and the residue dissolved in EtOAc (50 mL) and washed successively with H2O (50 mL), 1M HCl (2×50 mL), H2O (50 mL) and brine (50 mL). After drying (Na2SO4) the solvent was removed under reduced pressure and the residue chromatographed eluting with EtOAc-hexane ... The reactants are CC(CC1=CC=CC2=CC=CC=C12)(C)O (2-methyl-1-(naphthalene-1-yl)propan-2-ol), C(C)#N (acetonitrile), S(O)(O)(=O)=O (sulfuric acid). The solvent is O (water). Conditions: time 2 hour. Yields the product CC(CC1=CC=CC2=CC=CC=C12)(C)NC(C)=O (N—(2-methyl-1-(naphthalene-1-yl)propan-2-yl)acetamide). Yield: 37.0%. As a reaction SMILES: [CH3:1][C:2](O)([CH3:14])[CH2:3][C:4]1[C:13]2[C:8](=[CH:9][CH:10]=[CH:11][CH:12]=2)[CH:7]=[CH:6][CH:5]=1.S(=O)(=O)(O)[OH:17].[C:21](#[N:23])[CH3:22]>O>[CH3:1][C:2]([NH:23][C:21](=[O:17])[CH3:22])([CH3:14])[CH2:3][C:4]1[C:13]2[C:8](=[CH:9][CH:10]=[CH:11][CH:12]=2)[CH:7]=[CH:6][CH:5]=1. Procedure details: The crude alcohol (2.0 g, 10 mmol) was dissolved in acetonitrile (10 mL) and concentrated sulfuric acid (4.9 g, 50 mmol) was added dropwise at 0° C. After stirring at room temperature for 2 hours, the reaction mixture was diluted with water and extracted with dichloromethane. The combined organic fractions were dried over sodium sulfate and evaporated. The residue was purified by silical gel column chromatography (petroleum ether/ethyl acetate) to give N—(2-methyl-1-(naphthalene-1-yl)propan-2-yl... The reactants are O (Water), C(\C=C/CC)O (cis-2-penten-1-ol), [H-].[Na+] (sodium hydride), ClC=1C(=NSN1)C=1C=NC=CC1 (3-(4-chloro-1,2,5-thiadiazol-3-yl) pyridine). Solvent: O1CCCC1 (tetrahydrofuran), O1CCCC1 (tetrahydrofuran). Conditions: time 1 hour. Product: C(\C=C/CC)OC=1C(=NSN1)C=1C=NC=CC1 (cis-3-(4-(2-pentenyloxy)-1,2,5-thiadiazol-3-yl)-pyridine). As a reaction SMILES: [CH2:1]([OH:6])/[CH:2]=[CH:3]\[CH2:4][CH3:5].[H-].[Na+].Cl[C:10]1[C:11]([C:15]2[CH:16]=[N:17][CH:18]=[CH:19][CH:20]=2)=[N:12][S:13][N:14]=1.O>O1CCCC1>[CH2:1]([O:6][C:10]1[C:11]([C:15]2[CH:16]=[N:17][CH:18]=[CH:19][CH:20]=2)=[N:12][S:13][N:14]=1)/[CH:2]=[CH:3]\[CH2:4][CH3:5] |f:1.2|. Reported procedure: To a solution of cis-2-penten-1-ol (780 mg, 9 mmol) and sodium hydride (310 mg, 9 mmol) in dry tetrahydrofuran was added a solution of 3-(4-chloro-1,2,5-thiadiazol-3-yl) pyridine (590 mg, 3 mmol) in dry tetrahydrofuran. The reaction mixture was stirred at room temperature for 1 h. Water was added and the mixture was extracted with ether. The ether phase was dried and evaporated to give the title compound. The reactants are Cl (hydrochloric acid), O1C(=CC=C1)C=1OC(=C(N1)COC1=CC=C(CN2N=C(C(=C2)C(=O)OCC)OCC2=CC=C(C=C2)OCC=2N=C(OC2C)C=2OC=CC2)C=C1)C (ethyl 1-[4-[2-(2-furyl)-5-methyl-4-oxazolylmethoxy]benzyl]-3-[4-[2-(2-furyl)-5-methyl-4-oxazolylmethoxy]benzyloxy]-1H-pyrazole-4-carboxylate), [OH-].[Na+] (sodium hydroxide), O1CCCC1 (tetrahydrofuran). The solvent is C(C)O (ethanol). Conditions: time 2 hour. Yields the product O1C(=CC=C1)C=1OC(=C(N1)COC1=CC=C(CN2N=C(C(=C2)C(=O)O)OCC2=CC=C(C=C2)OCC=2N=C(OC2C)C=2OC=CC2)C=C1)C (1-[4-[2-(2-furyl)-5-methyl-4-oxazolylmethoxy]benzyl]-3-[4-[2-(2-furyl)-5-methyl-4-oxazolylmethoxy]benzyloxy]-1H-pyrazole-4-carboxylic acid). Yield: 95.9%. As a reaction SMILES: [O:1]1[CH:5]=[CH:4][CH:3]=[C:2]1[C:6]1[O:7][C:8]([CH3:51])=[C:9]([CH2:11][O:12][C:13]2[CH:50]=[CH:49][C:16]([CH2:17][N:18]3[CH:22]=[C:21]([C:23]([O:25]CC)=[O:24])[C:20]([O:28][CH2:29][C:30]4[CH:35]=[CH:34][C:33]([O:36][CH2:37][C:38]5[N:39]=[C:40]([C:44]6[O:45][CH:46]=[CH:47][CH:48]=6)[O:41][C:42]=5[CH3:43])=[CH:32][CH:31]=4)=[N:19]3)=[CH:15][CH:14]=2)[N:10]=1.[OH-].[Na+].O1CCCC1.Cl>C(O)C>[O:1]1[CH:5]=[CH:4][CH:3]=[C:2]1[C:6]1[O:7][C:8]([CH3:51])=[C:9]([CH2:11][O:12][C:13]2[CH:14]=[CH:15][C:16]([CH2:17][N:18]3[CH:22]=[C:21]([C:23]([OH:25])=[O:24])[C:20]([O:28][CH2:29][C:30]4[CH:31]=[CH:32][C:33]([O:36][CH2:37][C:38]5[N:39]=[C:40]([C:44]6[O:45][CH:46]=[CH:47][CH:48]=6)[O:41][C:42]=5[CH3:43])=[CH:34][CH:35]=4)=[N:19]3)=[CH:49][CH:50]=2)[N:10]=1 |f:1.2|. Procedure: After a mixture of ethyl 1-[4-[2-(2-furyl)-5-methyl-4-oxazolylmethoxy]benzyl]-3-[4-[2-(2-furyl)-5-methyl-4-oxazolylmethoxy]benzyloxy]-1H-pyrazole-4-carboxylate (250 mg), 1N sodium hydroxide solution (1 ml), tetrahydrofuran (5 ml), and ethanol (5 ml) was stirred at room temperature for 2 hours, 1N hydrochloric acid (1 ml) was added to the mixture, and the mixture was extracted with ethyl acetate. The ethyl acetate layer was washed with saturated aqueous sodium chloride solution, dried (MgSO4), an... The yield is 74.2%. Conditions: time 0.5 hour. Procedure details: A suspension of squaric acid (23.3 g, 0.20 mole) in cyclohexanol (80 mL, 77 g, 0.77 mole) and toluene (120 mL) was refluxed with continuous collection of water in a Dean-Stark separator. After three hours reflux, the solution was homogeneous and the theoretical amount of water had been collected. The solution was washed with water (100 mL). To the stirred toluene solution of squarate ester was added methanol (100 mL) and triethylamine (58 mL) and then bromopropylamine hydrobromide (42.2 g, 0.193... RXN SMILES: [C:1]1([OH:8])[C:5](=O)[C:3](=[O:4])[C:2]=1[OH:7].[CH:9]1(O)[CH2:14][CH2:13][CH2:12][CH2:11][CH2:10]1.O.Br.[Br:18][CH2:19][CH2:20][CH2:21][NH2:22]>C1(C)C=CC=CC=1.CO.CCCCCC>[CH:9]1([O:8][C:1]2[C:2](=[O:7])[C:3](=[O:4])[C:5]=2[NH:22][CH2:21][CH2:20][CH2:19][Br:18])[CH2:14][CH2:13][CH2:12][CH2:11][CH2:10]1 |f:3.4|. The reactants are Br.BrCCCN (bromopropylamine hydrobromide), C1(=C(C(=O)C1=O)O)O (squaric acid), C1(CCCCC1)O (cyclohexanol), O (water). Yields the product C1(CCCCC1)OC1=C(C(C1=O)=O)NCCCBr (1-(Cyclohexyloxy)-2-(3-bromopropylamino)-1-cyclobutene-3,4-dione). The solvent is CO (methanol), CCCCCC (hexane), C1(=CC=CC=C1)C (toluene). Run at time 24 hour. Procedure: 22.8 GM OF DEOXYURIDINE (100 MMOLES) ARE DISSOLVED IN 100 ML OF FRESHLY DISTILLED, DRY PYRIDINE AND KEPT ON ICE AT 4° C. Freshly recrystallized p-toluenesulfonyl chloride (22 gm, 115 mmoles) is dissolved in a separate 100 ml of cold pyridine and then slowly added to the nucleoside solution. The reaction mixture is left standing at 4° C for 24 hours and the solution poured into 400 ml of ice water. This solution is then extracted twice with 500 ml of chloroform, the chloroform extracts combined a... Starting materials: [C@@H]1(C[C@H](O)[C@@H](CO)O1)N1C(=O)NC(=O)C=C1 (DEOXYURIDINE), C1(=CC=C(C=C1)S(=O)(=O)Cl)C (p-toluenesulfonyl chloride), ice water, nucleoside. Run in N1=CC=CC=C1 (pyridine). The product is S(=O)(=O)(C1=CC=C(C)C=C1)OC[C@@H]1[C@H](C[C@@H](O1)N1C(=O)NC(=O)C=C1)O (5' -O-Tosyl-2'-deoxyuridine). RXN SMILES: [C@@H:1]1([N:9]2[CH:16]=[CH:15][C:13](=[O:14])[NH:12][C:10]2=[O:11])[O:8][C@H:5]([CH2:6][OH:7])[C@@H:3]([OH:4])[CH2:2]1.[C:17]1([CH3:27])[CH:22]=[CH:21][C:20]([S:23](Cl)(=[O:25])=[O:24])=[CH:19][CH:18]=1>N1C=CC=CC=1>[S:23]([O:7][CH2:6][C@H:5]1[O:8][C@@H:1]([N:9]2[CH:16]=[CH:15][C:13](=[O:14])[NH:12][C:10]2=[O:11])[CH2:2][C@@H:3]1[OH:4])([C:20]1[CH:21]=[CH:22][C:17]([CH3:27])=[CH:18][CH:19]=1)(=[O:25])=[O:24]. Yield: 66.0%. Yield: 95.8%. Reactants: [Br-].[Li+] (Lithium bromide), CS(=O)(=O)OCCNC(OC(C)(C)C)=O (tert-butyl 2-methylsulfonyloxyethylcarbamate). Reaction SMILES: [Br-:1].[Li+].CS(O[CH2:8][CH2:9][NH:10][C:11](=[O:17])[O:12][C:13]([CH3:16])([CH3:15])[CH3:14])(=O)=O>O1CCCC1>[Br:1][CH2:8][CH2:9][NH:10][C:11](=[O:17])[O:12][C:13]([CH3:16])([CH3:15])[CH3:14] |f:0.1|. Product: BrCCNC(OC(C)(C)C)=O (tert-butyl 2-bromoethylcarbamate). Reaction conditions: temperature 23 celsius, time 18 hour. The solvent is O1CCCC1 (tetrahydrofuran). Reported procedure: Lithium bromide (136 g, 1.56 mol.) was dissolved in tetrahydrofuran (600 mL) at 0° C. The mixture was allowed to warm to 23° C. and then tert-butyl 2-methylsulfonyloxyethylcarbamate (37.39 g, 156 mmol) was added dropwise. The mixture was stirred at 23° C. for 18 hours and concentrated in vacuo. The residue was dissolved in hexanes and the organic layer was washed with water and brine, dried (Na2SO4) and concentrated in vacuo to provide tert-butyl 2-bromoethylcarbamate (33.48 g, 96% yield) as a b... Reactants: C1(=CC=CC=C1)OC(NC=1C(=NC(=C(C1)C)C)OC)=O (Phenyl-N-(5,6-dimethyl-2-methoxypyridin-3-yl)carbamate), C1(=CC=CC2=CC=CC=C12)N1CCNCC1 (1-(1-naphthyl)piperazine). Product: CC=1C=C(C(=NC1C)OC)NC(=O)N1CCN(CC1)C1=CC=CC2=CC=CC=C12 (1[(5,6-dimethyl-2-methoxypyridin-3-yl)aminocarbonyl]-4-(1-naphthyl)piperazine). Yield: 74.0%. Reaction SMILES: C1(O[C:8](=[O:20])[NH:9][C:10]2[C:11]([O:18][CH3:19])=[N:12][C:13]([CH3:17])=[C:14]([CH3:16])[CH:15]=2)C=CC=CC=1.[C:21]1([N:31]2[CH2:36][CH2:35][NH:34][CH2:33][CH2:32]2)[C:30]2[C:25](=[CH:26][CH:27]=[CH:28][CH:29]=2)[CH:24]=[CH:23][CH:22]=1>>[CH3:16][C:14]1[CH:15]=[C:10]([NH:9][C:8]([N:34]2[CH2:33][CH2:32][N:31]([C:21]3[C:30]4[C:25](=[CH:26][CH:27]=[CH:28][CH:29]=4)[CH:24]=[CH:23][CH:22]=3)[CH2:36][CH2:35]2)=[O:20])[C:11]([O:18][CH3:19])=[N:12][C:13]=1[CH3:17]. Procedure details: Phenyl-N-(5,6-dimethyl-2-methoxypyridin-3-yl)carbamate and 1-(1-naphthyl)piperazine were reacted by the same way with the example 1 to obtain the titled compound. Reactants: C(C=C)O (allyl alcohol), aldehyde, [Li].[Na] (sodium lithium), C(CC(=O)C)(=O)OCC (ethyl acetoacetate). Solvent: O1CCCC1 (tetrahydrofuran). Product: C(C)OC(CC(CC(C=C)O)=O)=O (5-hydroxy-3-oxo-6-heptenoic acid-ethyl ester). Reaction SMILES: [CH2:1]([OH:4])[CH:2]=[CH2:3].[Li].[Na].[C:7]([O:13][CH2:14][CH3:15])(=[O:12])[CH2:8][C:9]([CH3:11])=[O:10]>O1CCCC1>[CH2:14]([O:13][C:7](=[O:12])[CH2:8][C:9](=[O:10])[CH2:11][CH:1]([OH:4])[CH:2]=[CH2:3])[CH3:15] |f:1.2,^1:4,5|. Procedure: The allyl alcohol, 8, is reoxidized to the aldehyde, 9, by Swern oxidation, followed by an aldol condensation to the sodium lithium dianion of ethyl acetoacetate at -78° C. in tetrahydrofuran. (See Kraus, et al, J. Org. Chem., 48: 2111 (1983)) to form the 5-hydroxy-3-oxo-6-heptenoic acid-ethyl ester, 10. Reactants: CC(C)CN, Cc1ccccc1, O=C1OC(=O)c2c(F)cccc21, Cc1ccc(S(=O)(=O)O)cc1. Product: CC(C)CN1C(=O)c2cccc(F)c2C1=O. As a reaction SMILES: [CH2:13]([CH:14]([CH3:15])[CH3:16])[NH2:17].[CH3:29][c:30]1[cH:31][cH:32][cH:33][cH:34][cH:35]1.[F:1][c:2]1[c:3]2[c:4]([cH:10][cH:11][cH:12]1)[C:5](=[O:6])[O:7][C:8]2=[O:9].[c:18]1([CH3:19])[cH:20][cH:21][c:22]([S:23]([OH:24])(=[O:25])=[O:26])[cH:27][cH:28]1>>[F:1][c:2]1[c:3]2[c:4]([cH:10][cH:11][cH:12]1)[C:5](=[O:7])[N:17]([CH2:13][CH:14]([CH3:15])[CH3:16])[C:8]2=[O:9].